From a dataset of the Open Reaction Database (ORD), a public repository of structured organic reaction records. describe an organic reaction: reactants, conditions, products, and yield Reactants: BrC1=CC=2C3=C(C=NC2C=C1)N(C(N3C=3C(=NN(C3)C)C)=O)C (8-bromo-1-(1,3-dimethyl-1H-pyrazol-4-yl)-3-methyl-1,3-dihydro-imidazo[4,5-c]quinolin-2-one), BrC1=CC=2C3=C(C=NC2C=C1)N(C(N3C=3C(=NN(C3)C)C)=O)C (8-bromo-1-(1,3-dimethyl-1H-pyrazol-4-yl)-3-methyl-1,3-dihydro-imidazo[4,5-c]quinolin-2-one), C1(CC1)COC1=CC=C(C=N1)B1OC(C)(C)C(C)(C)O1 (6-(cyclopropylmethoxy)pyridine-3-boronic acid pinacol ester). Product: C1(CC1)COC1=CC=C(C=N1)C1=CC=2C3=C(C=NC2C=C1)N(C(N3C=3C(=NN(C3)C)C)=O)C (8-(6-Cyclopropylmethoxy-pyridin-3-yl)-1-(1,3-dimethyl-1H-pyrazol-4-yl)-3-methyl-1,3-dihydro-imidazo[4,5-c]quinolin-2-one). RXN SMILES: Br[C:2]1[CH:11]=[CH:10][C:9]2[N:8]=[CH:7][C:6]3[N:12]([CH3:23])[C:13](=[O:22])[N:14]([C:15]4[C:16]([CH3:21])=[N:17][N:18]([CH3:20])[CH:19]=4)[C:5]=3[C:4]=2[CH:3]=1.[CH:24]1([CH2:27][O:28][C:29]2[N:34]=[CH:33][C:32](B3OC(C)(C)C(C)(C)O3)=[CH:31][CH:30]=2)[CH2:26][CH2:25]1>>[CH:24]1([CH2:27][O:28][C:29]2[N:34]=[CH:33][C:32]([C:2]3[CH:11]=[CH:10][C:9]4[N:8]=[CH:7][C:6]5[N:12]([CH3:23])[C:13](=[O:22])[N:14]([C:15]6[C:16]([CH3:21])=[N:17][N:18]([CH3:20])[CH:19]=6)[C:5]=5[C:4]=4[CH:3]=3)=[CH:31][CH:30]=2)[CH2:25][CH2:26]1. Procedure: The title compound was synthesized in a similar manner as described for Example 1.1 using 8-bromo-1-(1,3-dimethyl-1H-pyrazol-4-yl)-3-methyl-1,3-dihydro-imidazo[4,5-c]quinolin-2-one (Intermediate A, 40 mg, 0.107 mmol) and 6-(cyclopropylmethoxy)pyridine-3-boronic acid pinacol ester (ABCR, Karlsruhe, Germany, 36 mg, 0.131 mmol) to give the title compound as a white solid. (HPLC: tR 2.88 min (Method A); M+H=441 MS-ES; 1H-NMR (d6-DMSO, 400 MHz) 8.95 (s, 1H), 8.29-8.23 (m, 1H), 8.16-8.04 (m, 2H), 7.92... Reactants: C1(=CC=C(C=C1)C12CNCC2C1)C (1-(p-tolyl)-3-azabicyclo[3.1.0]hexane), Cl (hydrogen chloride), C(C)I (ethyl iodide), C([O-])([O-])=O.[Na+].[Na+] (sodium carbonate). The solvent is CCOCC (ether), C1(=CC=CC=C1)C (toluene). The product is Cl.C(C)N1CC2(CC2C1)C1=CC=C(C=C1)C (3-Ethyl-1-(p-tolyl)-3-azabicyclo[3.1.0]hexane hydrochloride). As a reaction SMILES: [C:1]1([CH3:13])[CH:6]=[CH:5][C:4]([C:7]23[CH2:12][CH:11]2[CH2:10][NH:9][CH2:8]3)=[CH:3][CH:2]=1.[CH2:14](I)[CH3:15].C(=O)([O-])[O-].[Na+].[Na+].[ClH:23]>CCOCC.C1(C)C=CC=CC=1>[ClH:23].[CH2:14]([N:9]1[CH2:10][CH:11]2[C:7]([C:4]3[CH:3]=[CH:2][C:1]([CH3:13])=[CH:6][CH:5]=3)([CH2:12]2)[CH2:8]1)[CH3:15] |f:2.3.4,8.9|. Procedure details: A mixture of 7.4 g. of 1-(p-tolyl)-3-azabicyclo[3.1.0]hexane (Example 32), 7.3 g. of ethyl iodide and 8.9 g. of sodium carbonate in 60 ml. of toluene is heated at reflux for 18 hrs. Filtration and evaporation of this mixture gives a residue which is dissolved in ether. Addition of ethanolic hydrogen chloride gives a precipitate which is recrystallized from acetonitrile to give the desired product as colorless crystals, m.p. 175°-176° C. Starting materials: C1=C(C=CC2=CC=CC=C12)S(=O)(=O)Cl (naphthalene-2-sulfonyl chloride), FC1=C(C=CC(=C1)F)N1CCNCC1 (1-(2,4-difluorophenyl)piperazine), C(C)(C)N(CC)C(C)C (diisopropylethylamine). Run in ClCCl (dichloromethane). Conditions: time 30 minute. The product is FC1=C(C=CC(=C1)F)N1CCN(CC1)S(=O)(=O)C1=CC2=CC=CC=C2C=C1 (1-(2,4-difluorophenyl)-4-(2-naphthylsulfonyl)piperazine). Yield: 55.0%. Reaction SMILES: [CH:1]1[C:10]2[C:5](=[CH:6][CH:7]=[CH:8][CH:9]=2)[CH:4]=[CH:3][C:2]=1[S:11](Cl)(=[O:13])=[O:12].[F:15][C:16]1[CH:21]=[C:20]([F:22])[CH:19]=[CH:18][C:17]=1[N:23]1[CH2:28][CH2:27][NH:26][CH2:25][CH2:24]1.C(N(C(C)C)CC)(C)C>ClCCl>[F:15][C:16]1[CH:21]=[C:20]([F:22])[CH:19]=[CH:18][C:17]=1[N:23]1[CH2:24][CH2:25][N:26]([S:11]([C:2]2[CH:3]=[CH:4][C:5]3[C:10](=[CH:9][CH:8]=[CH:7][CH:6]=3)[CH:1]=2)(=[O:13])=[O:12])[CH2:27][CH2:28]1. Procedure: To a stirred solution of naphthalene-2-sulfonyl chloride (350 mg, 1.54 mmol) and 1-(2,4-difluorophenyl)piperazine (305.0 mg, 1.54 mmol) in anhydrous dichloromethane (5 mL) was added diisopropylethylamine (0.670 mL, 3.85 mmol). The mixture was stirred for 30 minutes. Reaction was complete as determined by TLC. The reaction mixture was purified via flash column chromatography to afford 1-(2,4-difluorophenyl)-4-(2-naphthylsulfonyl)piperazine in 55% yield (327 mg) as white solid. Starting materials: COC(=O)c1nc(Br)n[nH]1, CO, N. Product: NC(=O)c1nc(Br)n[nH]1. Reaction SMILES: [Br:1][c:2]1[n:3][nH:4][c:5]([C:7]([O:9][CH3:8])=[O:10])[n:6]1.[CH3:11][OH:12].[NH3:13]>>[Br:1][c:2]1[n:3][nH:4][c:5]([C:7](=[O:9])[NH2:13])[n:6]1. The reactants are [H][H], [Na+], CCCC(C(=O)O)=C1SCC2C1N(Cc1ccccc1)C(=O)N2Cc1ccccc1, [OH-], O. Yields the product CCCC(C(=O)O)C1SCC2C1N(Cc1ccccc1)C(=O)N2Cc1ccccc1. As a reaction SMILES: [H:33][H:34].[Na+:32].[O:1]=[C:2]1[N:3]([CH2:24][c:25]2[cH:26][cH:27][cH:28][cH:29][cH:30]2)[CH:4]2[CH:5]([N:6]1[CH2:7][c:8]1[cH:9][cH:10][cH:11][cH:12][cH:13]1)[CH2:14][S:15][C:16]2=[C:17]([C:18](=[O:19])[OH:20])[CH2:21][CH2:22][CH3:23].[OH-:31].[OH2:35]>>[O:1]=[C:2]1[N:3]([CH2:24][c:25]2[cH:26][cH:27][cH:28][cH:29][cH:30]2)[CH:4]2[CH:5]([N:6]1[CH2:7][c:8]1[cH:9][cH:10][cH:11][cH:12][cH:13]1)[CH2:14][S:15][CH:16]2[CH:17]([C:18](=[O:19])[OH:20])[CH2:21][CH2:22][CH3:23]. The reactants are CC(c1cnc(F)c(B(O)O)c1)N1CCN(C(=O)OC(C)(C)C)CC1, C1COCCO1, CC(=O)[O-], COc1ccc(CN(Cc2ccc(OC)cc2)c2nc(C)nc(Cl)n2)cc1, [K+], O. Yields the product COc1ccc(CN(Cc2ccc(OC)cc2)c2nc(C)nc(-c3cc(C(C)N4CCN(C(=O)OC(C)(C)C)CC4)cnc3F)n2)cc1. RXN SMILES: [C:1]([CH3:2])([CH3:3])([CH3:4])[O:5][C:6](=[O:7])[N:8]1[CH2:9][CH2:10][N:11]([CH:14]([CH3:15])[c:16]2[cH:17][c:18]([B:23]([OH:24])[OH:25])[c:19]([F:22])[n:20][cH:21]2)[CH2:12][CH2:13]1.[CH2:58]1[O:59][CH2:60][CH2:61][O:62][CH2:63]1.[CH3:54][C:55](=[O:56])[O-:57].[Cl:26][c:27]1[n:28][c:29]([N:34]([CH2:35][c:36]2[cH:37][cH:38][c:39]([O:42][CH3:43])[cH:40][cH:41]2)[CH2:44][c:45]2[cH:46][cH:47][c:48]([O:51][CH3:52])[cH:49][cH:50]2)[n:30][c:31]([CH3:33])[n:32]1.[K+:53].[OH2:64]>>[C:1]([CH3:2])([CH3:3])([CH3:4])[O:5][C:6](=[O:7])[N:8]1[CH2:9][CH2:10][N:11]([CH:14]([CH3:15])[c:16]2[cH:17][c:18](-[c:27]3[n:28][c:29]([N:34]([CH2:35][c:36]4[cH:37][cH:38][c:39]([O:42][CH3:43])[cH:40][cH:41]4)[CH2:44][c:45]4[cH:46][cH:47][c:48]([O:51][CH3:52])[cH:49][cH:50]4)[n:30][c:31]([CH3:33])[n:32]3)[c:19]([F:22])[n:20][cH:21]2)[CH2:12][CH2:13]1.